Dataset: the Open Reaction Database (ORD), a public repository of structured organic reaction records. Task: describe an organic reaction: reactants, conditions, products, and yield The reactants are ClC1=C(C=C(C=C1OC)C1=NC=CC(=C1)CN1CCC(CC1)=O)OC (1-[[2-(4-Chloro-3,5-dimethoxyphenyl)pyridin-4-yl]methyl]-4-piperidone), NC1=CC=CC=C1 (aniline). The product is N(C1=CC=CC=C1)C1CCN(CC1)CC1=CC(=NC=C1)C1=CC(=C(C(=C1)OC)Cl)OC (4-Anilino-1-[[2-(4-chloro-3,5-dimethoxyphenyl)pyridin-4-yl]methyl]piperidine). RXN SMILES: [Cl:1][C:2]1[C:7]([O:8][CH3:9])=[CH:6][C:5]([C:10]2[CH:15]=[C:14]([CH2:16][N:17]3[CH2:22][CH2:21][C:20](=O)[CH2:19][CH2:18]3)[CH:13]=[CH:12][N:11]=2)=[CH:4][C:3]=1[O:24][CH3:25].[NH2:26][C:27]1[CH:32]=[CH:31][CH:30]=[CH:29][CH:28]=1>>[NH:26]([CH:20]1[CH2:21][CH2:22][N:17]([CH2:16][C:14]2[CH:13]=[CH:12][N:11]=[C:10]([C:5]3[CH:4]=[C:3]([O:24][CH3:25])[C:2]([Cl:1])=[C:7]([O:8][CH3:9])[CH:6]=3)[CH:15]=2)[CH2:18][CH2:19]1)[C:27]1[CH:32]=[CH:31][CH:30]=[CH:29][CH:28]=1. Reported procedure: 1-[[2-(4-Chloro-3,5-dimethoxyphenyl)pyridin-4-yl]methyl]-4-piperidone (600 mg) and aniline (0.18 mL) were reacted in the same manner as described in Preparation Example 37 to give the title compound. Reactants: [Ag+], CCOC(=O)c1c(C)ccnc1C, O=C(O)C1CC1, O=[N+]([O-])[O-], [NH4+], [NH4+], [NH4+], [OH-], O, O=S(=O)([O-])OOS(=O)(=O)[O-], O=S(=O)(O)O. Product: CCOC(=O)c1c(C)cc(C2CC2)nc1C. RXN SMILES: [Ag+:44].[CH3:1][c:2]1[n:3][cH:4][cH:5][c:6]([CH3:13])[c:7]1[C:8](=[O:9])[O:10][CH2:11][CH3:12].[CH:14]1([C:17]([OH:18])=[O:19])[CH2:15][CH2:16]1.[N+:40]([O-:41])([O-:42])=[O:43].[NH4+:30].[NH4+:31].[NH4+:33].[OH-:32].[OH2:39].[S:20]([O:21][O:22][S:23]([O-:24])(=[O:25])=[O:26])([O-:27])(=[O:28])=[O:29].[S:34](=[O:35])(=[O:36])([OH:37])[OH:38]>>[CH3:1][c:2]1[n:3][c:4]([CH:14]2[CH2:15][CH2:16]2)[cH:5][c:6]([CH3:13])[c:7]1[C:8](=[O:9])[O:10][CH2:11][CH3:12]. Product: CCCc1cc(-c2cccc(C(C)C)c2)nc(C#N)n1. Reaction SMILES: [CH3:26][S:27]([CH3:28])=[O:29].[CH:4]([CH3:5])([CH3:6])[c:7]1[cH:8][c:9](-[c:13]2[n:14][c:15]([S:22]([CH3:23])(=[O:24])=[O:25])[n:16][c:17]([CH2:19][CH2:20][CH3:21])[cH:18]2)[cH:10][cH:11][cH:12]1.[Na:1][C:2]#[N:3]>>[C:2](#[N:3])[c:15]1[n:14][c:13](-[c:9]2[cH:8][c:7]([CH:4]([CH3:5])[CH3:6])[cH:12][cH:11][cH:10]2)[cH:18][c:17]([CH2:19][CH2:20][CH3:21])[n:16]1. Reactants: CS(C)=O, CCCc1cc(-c2cccc(C(C)C)c2)nc(S(C)(=O)=O)n1, N#C[Na]. Reactants: O=C(CC1=CC=C(C=C1)CC(=O)OC)C=1C=NC=CC1 (methyl 4-[2-oxo-2-(3-pyridyl)ethyl]phenylacetate), C(=O)[O-].[NH4+] (ammonium formate). The solvent is O (water). The product is C(=O)NC(CC1=CC=C(C=C1)CC(=O)OC)C=1C=NC=CC1 (methyl 4-[2-formamido-2-(3-pyridyl)ethyl]phenylacetate). Yield: 2.6%. Reaction SMILES: O=[C:2]([C:15]1[CH:16]=[N:17][CH:18]=[CH:19][CH:20]=1)[CH2:3][C:4]1[CH:9]=[CH:8][C:7]([CH2:10][C:11]([O:13][CH3:14])=[O:12])=[CH:6][CH:5]=1.[CH:21]([O-:23])=O.[NH4+:24]>O>[CH:21]([NH:24][CH:2]([C:15]1[CH:16]=[N:17][CH:18]=[CH:19][CH:20]=1)[CH2:3][C:4]1[CH:9]=[CH:8][C:7]([CH2:10][C:11]([O:13][CH3:14])=[O:12])=[CH:6][CH:5]=1)=[O:23] |f:1.2|. Procedure: To 13 g of methyl 4-[2-oxo-2-(3-pyridyl)ethyl]phenylacetate was added 8.0 g of ammonium formate, and reacted at 150° C. for four hours. After cooling, water was added, followed by extraction with chloroform. The chloroform phase obtained was washed in saturated aqueous sodium chloride solution and dried over magnesium sulfate, followed by distillation of the solvent, to produce 0.38 g of methyl 4-[2-formamido-2-(3-pyridyl)ethyl]phenylacetate. The reactants are C(C)(C)(C)OC(N(C)C1CCN(CC1)C1=NC(=C(C(=C1)C(F)F)C#N)Cl)=O ((6′-chloro-5′-cyano-4′-difluoromethyl-3,4,5,6-tetrahydro-2H-[1,2′]bipyridinyl-4-yl)-methyl-carbamic acid tert-butyl ester), SCC(=O)N (2-mercaptoacetamide). Solvent: CN(C)C=O (DMF). Reaction conditions: temperature 80 celsius. Yields the product C(C)(C)(C)OC(N(C)C1CCN(CC1)C1=CC(=C2C(=N1)SC(=C2N)C(N)=O)C(F)F)=O ([1-(3-amino-2-carbamoyl-4-difluoromethyl-thieno[2,3-b]pyridin-6-yl)-piperidin-4-yl]-methyl-carbamic acid tert-butyl ester). Yield: 82.5%. As a reaction SMILES: [C:1]([O:5][C:6](=[O:27])[N:7]([CH:9]1[CH2:14][CH2:13][N:12]([C:15]2[CH:20]=[C:19]([CH:21]([F:23])[F:22])[C:18]([C:24]#[N:25])=[C:17](Cl)[N:16]=2)[CH2:11][CH2:10]1)[CH3:8])([CH3:4])([CH3:3])[CH3:2].[SH:28][CH2:29][C:30]([NH2:32])=[O:31]>CN(C=O)C>[C:1]([O:5][C:6](=[O:27])[N:7]([CH:9]1[CH2:14][CH2:13][N:12]([C:15]2[N:16]=[C:17]3[S:28][C:29]([C:30](=[O:31])[NH2:32])=[C:24]([NH2:25])[C:18]3=[C:19]([CH:21]([F:23])[F:22])[CH:20]=2)[CH2:11][CH2:10]1)[CH3:8])([CH3:4])([CH3:3])[CH3:2]. Reported procedure: A suspension of (6′-chloro-5′-cyano-4′-difluoromethyl-3,4,5,6-tetrahydro-2H-[1,2′]bipyridinyl-4-yl)-methyl-carbamic acid tert-butyl ester (1.1 g, 2.74 mmol) potassium carbonate (1.9 g, 13.7 mmol) in DMF (15 mL) was treated with 2-mercaptoacetamide (solution of 1 g, 11 mmol in 10 mL of methanol), and the reaction mixture was heated in a sealed tube at 80° C. overnight. The reaction mixture was then cooled to room temperature and filtered. The filtrate was treated with water (50 mL) and the result...